The task is: describe an organic reaction: reactants, conditions, products, and yield. This data is from the Open Reaction Database (ORD), a public repository of structured organic reaction records. The product is ClC=1C=CC2=C(C3=C(C=C(C(N3CC2)=O)C2=CC=CC=C2)C(=O)OC)C1 (methyl 10-chloro-6,7-dihydro-4-oxo-3-phenyl-4H-benzo[a] quinolizine-1-carboxylate). RXN SMILES: [OH-].[Cl:2][C:3]1[CH:12]=[C:11]2[C:6]([CH2:7][CH2:8][N+:9]3[C:15]([OH:16])=[C:14]([C:17]4[CH:22]=[CH:21][CH:20]=[CH:19][CH:18]=4)S[C:10]=32)=[CH:5][CH:4]=1.[C:23]([O:27][CH3:28])(=[O:26])[C:24]#[CH:25]>C1(C)C=CC=CC=1>[Cl:2][C:3]1[CH:4]=[CH:5][C:6]2[CH2:7][CH2:8][N:9]3[C:10](=[C:24]([C:23]([O:27][CH3:28])=[O:26])[CH:25]=[C:14]([C:17]4[CH:22]=[CH:21][CH:20]=[CH:19][CH:18]=4)[C:15]3=[O:16])[C:11]=2[CH:12]=1 |f:0.1|. Reactants: C(C#C)(=O)OC (methyl propiolate), [OH-].ClC1=CC=C2CC[N+]3=C(C2=C1)SC(=C3O)C3=CC=CC=C3 (9-chloro-2-phenyl-5,6-dihydro-3-hydroxythiazolo[2,3-a]isoquinolinium hydroxide). Reported procedure: (ba) 4.2 g of 9-chloro-2-phenyl-5,6-dihydro-3-hydroxythiazolo[2,3-a]isoquinolinium hydroxide (internal salt) were heated under reflux for 4 hours in 100 ml of toluene together with 1.32 ml of methyl propiolate. After concentration in vacuo, the residue was chromatographed on silica gel with toluene/acetone (9:1). There was obtained methyl 10-chloro-6,7-dihydro-4-oxo-3-phenyl-4H-benzo[a] quinolizine-1-carboxylate of m.p. 139°-141° (from ethyl acetate). Run in C1(=CC=CC=C1)C (toluene).